The task is: describe an organic reaction: reactants, conditions, products, and yield. This data is from the Open Reaction Database (ORD), a public repository of structured organic reaction records. The reactants are BrC1=NNC2=NC=C(C=C21)F (3-bromo-5-fluoro-1H-pyrazolo[3,4-b]pyridine), C(=O)([O-])[O-].[K+].[K+] (K2CO3), ClC1=C(C=CC=C1)C(C1=CC=CC=C1)C1=CC=CC=C1 (Chlorodiphenylmethylbenzene). Solvent: C(C)(=O)OCC (ethyl acetate), CN(C)C=O (DMF). Run at temperature 0 celsius, time 8 hour. Yields the product BrC1=NN(C2=NC=C(C=C21)F)C(C2=CC=CC=C2)(C2=CC=CC=C2)C2=CC=CC=C2 (3-bromo-5-fluoro-1-trityl-1H-pyrazolo[3,4-b]pyridine). RXN SMILES: [Br:1][C:2]1[C:10]2[C:5](=[N:6][CH:7]=[C:8]([F:11])[CH:9]=2)[NH:4][N:3]=1.C([O-])([O-])=O.[K+].[K+].Cl[C:19]1[CH:24]=[CH:23][CH:22]=[CH:21][C:20]=1[CH:25]([C:32]1[CH:37]=[CH:36][CH:35]=[CH:34][CH:33]=1)[C:26]1[CH:31]=[CH:30][CH:29]=[CH:28][CH:27]=1>CN(C=O)C.C(OCC)(=O)C>[Br:1][C:2]1[C:10]2[C:5](=[N:6][CH:7]=[C:8]([F:11])[CH:9]=2)[N:4]([C:25]([C:20]2[CH:21]=[CH:22][CH:23]=[CH:24][CH:19]=2)([C:32]2[CH:33]=[CH:34][CH:35]=[CH:36][CH:37]=2)[C:26]2[CH:27]=[CH:28][CH:29]=[CH:30][CH:31]=2)[N:3]=1 |f:1.2.3|. Reported procedure: A mixture of 3-bromo-5-fluoro-1H-pyrazolo[3,4-b]pyridine, 4, (0.97 g, 4.49 mmol) and K2CO3 (1.86 g, 13.47 mmol) in DMF (9.7 mL) was cooled to 0° C. Chlorodiphenylmethylbenzene (1.38 g, 4.94 mmol) was added. The mixture was stirred at room temperature overnight. The mixture was diluted with 40 mL of ethyl acetate and washed with 30 mL of water. The organic layer was washed with brine, dried over Na2SO4, filtered and concentrated in vacuo. The product was purified by silica gel chromatography (40%... The reactants are N1C=CC2=CC(=CC=C12)C(=O)O (1H-indole-5-carboxylic acid), C1(CC1)N (cyclopropanamine). The product is C1(CC1)NC(=O)C=1C=C2C=CNC2=CC1 (N-Cyclopropyl-1H-indole-5-carboxamide). Reaction SMILES: [NH:1]1[C:9]2[C:4](=[CH:5][C:6]([C:10]([OH:12])=O)=[CH:7][CH:8]=2)[CH:3]=[CH:2]1.[CH:13]1([NH2:16])[CH2:15][CH2:14]1>>[CH:13]1([NH:16][C:10]([C:6]2[CH:5]=[C:4]3[C:9](=[CH:8][CH:7]=2)[NH:1][CH:2]=[CH:3]3)=[O:12])[CH2:15][CH2:14]1. Reported procedure: The title compound was prepared by following the similar procedure as described in Intermediate-10, using 1H-indole-5-carboxylic acid and cyclopropanamine (0.34 g, 92%); MS: 201.1 (M+1). Reactants: NCc1cn(-c2ccccc2)c2cc(Cl)ccc2c1=O, O=C(O)c1ccc(N2CCOCC2)nc1. The product is O=C(NCc1cn(-c2ccccc2)c2cc(Cl)ccc2c1=O)c1ccc(N2CCOCC2)nc1. RXN SMILES: [NH2:1][CH2:2][c:3]1[cH:4][n:5](-[c:15]2[cH:16][cH:17][cH:18][cH:19][cH:20]2)[c:6]2[cH:7][c:8]([Cl:14])[cH:9][cH:10][c:11]2[c:12]1=[O:13].[O:21]1[CH2:22][CH2:23][N:24]([c:27]2[n:28][cH:29][c:30]([C:31](=[O:32])[OH:33])[cH:34][cH:35]2)[CH2:25][CH2:26]1>>[NH:1]([CH2:2][c:3]1[cH:4][n:5](-[c:15]2[cH:16][cH:17][cH:18][cH:19][cH:20]2)[c:6]2[cH:7][c:8]([Cl:14])[cH:9][cH:10][c:11]2[c:12]1=[O:13])[C:31]([c:30]1[cH:29][n:28][c:27]([N:24]2[CH2:23][CH2:22][O:21][CH2:26][CH2:25]2)[cH:35][cH:34]1)=[O:32]. Reactants: C(C)(C)OP(=O)(OC(C)C)CP(OC(C)C)(=O)OC(C)C (tetraisopropyl methane diphosphonic acid), C1(CCCCCC1)(P(OC(C)C)(=O)OC(C)C)P(OC(C)C)(=O)OC(C)C (tetraisopropyl cycloheptane-1,1-diphosphonate), BrCCCCCCBr (1,6-dibromohexane), C1(CCCCCC1)(P(OC(C)C)(=O)OC(C)C)P(OC(C)C)(=O)OC(C)C (tetraisopropyl cycloheptane-1,1-diphosphonate), C(CCCCCCC(P(OC(C)C)(=O)OC(C)C)P(OC(C)C)(=O)OC(C)C)(P(OC(C)C)(=O)OC(C)C)P(OC(C)C)(=O)OC(C)C (octaisopropyl octane1,1,8,8-tetraphosphonate). Run in C1(=CC=CC=C1)C (toluene). Product: C1(CCCCCC1)(P(O)(=O)O)P(O)(=O)O (cycloheptane-1,1-diphosphonic acid). As a reaction SMILES: C(OP(CP(OC(C)C)(=O)OC(C)C)(OC(C)C)=O)(C)C.[C:22]1([P:39]([O:45]C(C)C)(=[O:44])[O:40]C(C)C)([P:29]([O:35]C(C)C)(=[O:34])[O:30]C(C)C)[CH2:28][CH2:27][CH2:26][CH2:25][CH2:24][CH2:23]1.BrCCCCCCBr.C(P(OC(C)C)(=O)OC(C)C)(P(OC(C)C)(=O)OC(C)C)CCCCCCC(P(OC(C)C)(=O)OC(C)C)P(OC(C)C)(=O)OC(C)C>C1(C)C=CC=CC=1>[C:22]1([P:39]([OH:45])(=[O:40])[OH:44])([P:29]([OH:34])(=[O:30])[OH:35])[CH2:23][CH2:24][CH2:25][CH2:26][CH2:27][CH2:28]1. Reported procedure: Using the same procedure as in Example I, tetraisopropyl methane diphosphonic acid was converted to tetraisopropyl cycloheptane-1,1-diphosphonate by reaction with 1,6-dibromohexane at 80° C. for 18 h. 31P NMR (toluene) indicated that the reaction solution contained a mixture of the desired tetraisopropyl cycloheptane-1,1-diphosphonate (25.3 ppm) and octaisopropyl octane1,1,8,8-tetraphosphonate (22.1 ppm). The compounds were separated by chromatography (1:1 hexane:THF eluent) on silica gel, and t... Starting materials: FC(C1=CC=C(CN2N=C3N(C=CC(=C3Cl)C3=CC=C(C=C3)C)C2=O)C=C1)(F)F (2-(4-(trifluoromethyl)benzyl)-8-chloro-7-p-tolyl-[1,2,4]triazolo[4,3-a]pyridin-3(2H)-one), C1CCOC1 (THF), CC1=CC=C(C=C1)B(O)O (4-methylphenylboronic acid), C(=O)([O-])[O-].[K+].[K+] (K2CO3). Run in CO (methanol). Conditions: temperature 70 celsius. Product: FC(C1=CC=C(CN2N=C3N(C=CC(=C3C3=CC=C(C=C3)C)C3=CC=C(C=C3)C)C2=O)C=C1)(F)F (2-(4-(trifluoromethyl)benzyl)-7,8-dip-tolyl-[1,2,4]triazolo[4,3-a]pyridin-3(2H)-one). Isolated yield 61.2%. RXN SMILES: [F:1][C:2]([F:29])([F:28])[C:3]1[CH:27]=[CH:26][C:6]([CH2:7][N:8]2[C:24](=[O:25])[N:11]3[CH:12]=[CH:13][C:14]([C:17]4[CH:22]=[CH:21][C:20]([CH3:23])=[CH:19][CH:18]=4)=[C:15](Cl)[C:10]3=[N:9]2)=[CH:5][CH:4]=1.C1COCC1.[CH3:35][C:36]1[CH:41]=[CH:40][C:39](B(O)O)=[CH:38][CH:37]=1.C([O-])([O-])=O.[K+].[K+]>CO>[F:1][C:2]([F:29])([F:28])[C:3]1[CH:27]=[CH:26][C:6]([CH2:7][N:8]2[C:24](=[O:25])[N:11]3[CH:12]=[CH:13][C:14]([C:17]4[CH:22]=[CH:21][C:20]([CH3:23])=[CH:19][CH:18]=4)=[C:15]([C:39]4[CH:40]=[CH:41][C:36]([CH3:35])=[CH:37][CH:38]=4)[C:10]3=[N:9]2)=[CH:5][CH:4]=1 |f:3.4.5|. Procedure details: To a stirring solution of 2-(4-(trifluoromethyl)benzyl)-8-chloro-7-p-tolyl-[1,2,4]triazolo[4,3-a]pyridin-3(2H)-one (41.7 mg, 0.10 mmol) in a 1:1 mixture of THF and methanol (4 mL) at room temperature under argon was added 4-methylphenylboronic acid (40.8 g, 0.30 mmol), PXPd (16.2 g, 0.03 mmol), and K2CO3 (41 mg, 0.3 mmol). The resulting suspension was heated at 70° C. under argon for 10 min. Analysis by HPLC/MS indicated that starting material had been consumed. After cooling the reaction mixtur... The reactants are CS(=O)(=O)Cl (methanesulfonyl chloride), NC1=C2C(=NC=N1)N(N=C2C2=CC(=C(C=C2)NC(=O)C=2N(C1=CC=CC=C1C2)C)OC)CCO (N2-{4-[4-amino-1-(2-hydroxyethyl)-1H -pyrazolo[3,4-d]pyrimidin-3-yl]-2-methoxyphenyl}-1-methyl-1H-2-indolecarboxamide), ice water. Run in N1=CC=CC=C1 (pyridine). Reaction conditions: temperature 0 celsius, time 2 hour. Yields the product CS(=O)(=O)OCCN1N=C(C=2C1=NC=NC2N)C2=CC(=C(C=C2)NC(=O)C=2N(C1=CC=CC=C1C2)C)OC (2-[4-amino-3-(3-methoxy-4-{[(1-methyl-1H-2-indolyl)carbonyl]amino}phenyl)-1H-pyrazolo[3,4-d]pyrimidin-1-yl]ethyl methanesulfonate). Yield: 66.7%. As a reaction SMILES: [NH2:1][C:2]1[N:7]=[CH:6][N:5]=[C:4]2[N:8]([CH2:32][CH2:33][OH:34])[N:9]=[C:10]([C:11]3[CH:16]=[CH:15][C:14]([NH:17][C:18]([C:20]4[N:21]([CH3:29])[C:22]5[C:27]([CH:28]=4)=[CH:26][CH:25]=[CH:24][CH:23]=5)=[O:19])=[C:13]([O:30][CH3:31])[CH:12]=3)[C:3]=12.[CH3:35][S:36](Cl)(=[O:38])=[O:37]>N1C=CC=CC=1>[CH3:35][S:36]([O:34][CH2:33][CH2:32][N:8]1[C:4]2=[N:5][CH:6]=[N:7][C:2]([NH2:1])=[C:3]2[C:10]([C:11]2[CH:16]=[CH:15][C:14]([NH:17][C:18]([C:20]3[N:21]([CH3:29])[C:22]4[C:27]([CH:28]=3)=[CH:26][CH:25]=[CH:24][CH:23]=4)=[O:19])=[C:13]([O:30][CH3:31])[CH:12]=2)=[N:9]1)(=[O:38])=[O:37]. Procedure: To a 0° C. mixture of N2-{4-[4-amino-1-(2-hydroxyethyl)-1H -pyrazolo[3,4-d]pyrimidin-3-yl]-2-methoxyphenyl}-1-methyl-1H-2-indolecarboxamide (0.343 g, 0.750 mmol) and pyridine (7.5 mL) was added methanesulfonyl chloride (0.14 mL, 1.8 mmol) dropwise over 30 sec. The reaction mixture was stirred at 0° C. for 2 h then ice water (10 mL) was added. The precipitate was collected by filtration and dried in vacuo to afford 2-[4-amino-3-(3-methoxy-4-{[(1-methyl-1H-2-indolyl)carbonyl]amino}phenyl)-1H-pyraz... Reactants: OC1=NNC=C1C(=O)OCC (ethyl 3-hydroxy-1H-pyrazole-4-carboxylate), C(C1=CC=CC=C1)Br (benzyl bromide), C([O-])([O-])=O.[K+].[K+] (potassium carbonate), CN(C=O)C (N,N-dimethylformamide). Run in O (water). Run at temperature 80 celsius, time 5 hour. Product: C(C1=CC=CC=C1)N1N=C(C(=C1)C(=O)OCC)OCC1=CC=CC=C1 (ethyl 1-benzyl-3-benzyloxy-1H-pyrazole-4-carboxylate). Isolated yield 95.0%. RXN SMILES: [OH:1][C:2]1[C:6]([C:7]([O:9][CH2:10][CH3:11])=[O:8])=[CH:5][NH:4][N:3]=1.[CH2:12](Br)[C:13]1[CH:18]=[CH:17][CH:16]=[CH:15][CH:14]=1.C(=O)([O-])[O-].[K+].[K+].CN(C)C=O>O>[CH2:12]([N:4]1[CH:5]=[C:6]([C:7]([O:9][CH2:10][CH3:11])=[O:8])[C:2]([O:1][CH2:12][C:13]2[CH:18]=[CH:17][CH:16]=[CH:15][CH:14]=2)=[N:3]1)[C:13]1[CH:18]=[CH:17][CH:16]=[CH:15][CH:14]=1 |f:2.3.4|. Procedure: A mixture of ethyl 3-hydroxy-1H-pyrazole-4-carboxylate (11.53 g), benzyl bromide (18 ml), potassium carbonate (21.12 g), and N,N-dimethylformamide (300 ml) was stirred for 5 hours at 80° C. The reaction mixture was poured into water, which was extracted with ethyl acetate. The ethyl acetate layer was washed with diluted hydrochloric acid and then with saturated aqueous sodium chloride solution, dried (MgSO4), and then concentrated. The residue was subjected to silica gel column chromatography, a... The reactants are C=CC=C.C1=CC(=O)OC1=O (butadiene-maleic anhydride copolymer), O (water), 40g, C1(CCCCC1)N (cyclohexylamine). Run at time 1 hour. The product is C=CC=C.C(\C=C/C(=O)O)(=O)O (butadiene maleic acid). RXN SMILES: [CH2:1]=[CH:2][CH:3]=[CH2:4].[CH:5]1[C:10](=[O:11])[O:9][C:7](=[O:8])[CH:6]=1.C1(N)CCCCC1.[OH2:19]>>[CH2:1]=[CH:2][CH:3]=[CH2:4].[C:7]([OH:19])(=[O:8])/[CH:6]=[CH:5]\[C:10]([OH:9])=[O:11] |f:0.1,4.5|. Procedure details: of the same butadiene-maleic anhydride copolymer as in Example 11, 40g. of cyclohexylamine and 500 ml. of water were fed in a separable 1 liter flask equipped with a stirrer and a reflux condenser. A reaction was carried out for 1 hour at 100° C. under a nitrogen gas atmosphere to give a transparent, viscous, aqueous butadiene-maleic acid copolymer cyclohexylamine salt solution. To this aqueous solution was added over a period of 10 minutes a separately prepared aqueous solution of 56g. of magne... Starting materials: N(=[N+]=[N-])[C@H]1[C@H](SC)O[C@@H]([C@@H]([C@@H]1OCC1=CC=C(C=C1)OC)O)CO[Si](C1=CC=CC=C1)(C1=CC=CC=C1)C(C)(C)C (Methyl 2-azido-6-O-tert-butyldiphenylsilyl-2-deoxy-3-O-(4-methoxybenzyl)-1-thio-β-D-galactopyranoside), C=1(C(=CC=CC1)C(=O)Cl)C1=CC=CC=C1 (Biphenylcarbonyl chloride). The reagents and catalysts are CN(C1=CC=NC=C1)C (4-dimethylaminopyridine). Run in ClCCCl (1,2-dichloroethane). The product is N(=[N+]=[N-])[C@H]1[C@H](SC)O[C@@H]([C@@H]([C@@H]1OCC1=CC=C(C=C1)OC)OC(=O)C=1C(=CC=CC1)C1=CC=CC=C1)CO[Si](C1=CC=CC=C1)(C1=CC=CC=C1)C(C)(C)C (Methyl 2-azido-6-O-tert-butyldiphenylsilyl-4-O-biphenylcarbonyl-2-deoxy-3-O-(4-methoxybenzyl)-1-thio-β-D-galactopyranoside). Yield: 6.5%. RXN SMILES: [N:1]([C@@H:4]1[C@@H:11]([O:12][CH2:13][C:14]2[CH:19]=[CH:18][C:17]([O:20][CH3:21])=[CH:16][CH:15]=2)[C@@H:10]([OH:22])[C@@H:9]([CH2:23][O:24][Si:25]([C:38]([CH3:41])([CH3:40])[CH3:39])([C:32]2[CH:37]=[CH:36][CH:35]=[CH:34][CH:33]=2)[C:26]2[CH:31]=[CH:30][CH:29]=[CH:28][CH:27]=2)[O:8][C@H:5]1[S:6][CH3:7])=[N+:2]=[N-:3].[C:42]1([C:51]2[CH:56]=[CH:55][CH:54]=[CH:53][CH:52]=2)[C:43]([C:48](Cl)=[O:49])=[CH:44][CH:45]=[CH:46][CH:47]=1>CN(C)C1C=CN=CC=1.ClCCCl>[N:1]([C@@H:4]1[C@@H:11]([O:12][CH2:13][C:14]2[CH:15]=[CH:16][C:17]([O:20][CH3:21])=[CH:18][CH:19]=2)[C@@H:10]([O:22][C:48]([C:43]2[C:42]([C:51]3[CH:56]=[CH:55][CH:54]=[CH:53][CH:52]=3)=[CH:47][CH:46]=[CH:45][CH:44]=2)=[O:49])[C@@H:9]([CH2:23][O:24][Si:25]([C:38]([CH3:41])([CH3:40])[CH3:39])([C:32]2[CH:37]=[CH:36][CH:35]=[CH:34][CH:33]=2)[C:26]2[CH:27]=[CH:28][CH:29]=[CH:30][CH:31]=2)[O:8][C@H:5]1[S:6][CH3:7])=[N+:2]=[N-:3]. Reported procedure: A mixture of methyl 2-azido-6-O-tert-butyldiphenylsilyl-2-deoxy-3-O-(4-methoxybenzyl)-1-thio-β-D-galactopyranoside (16) (213 mg, 0.36 mmol), 4-dimethylaminopyridine (67 mg, 0.55 mmol) in dry 1,2-dichloroethane (10 mL) was stirred at room temperature. Biphenylcarbonyl chloride (119 mg, 0.55 mmol) was added to the stirred reaction mixture. The resulting suspension was stirred under reflux for 3 hours. The reaction mixture was cooled to 10° C. and filtered. The crystalline solid was washed on the f...